Dataset: the Open Reaction Database (ORD), a public repository of structured organic reaction records. Task: describe an organic reaction: reactants, conditions, products, and yield Reactants: C1(=CC=C(C=C1)S(=O)(=O)Cl)C (p-toluenesulfonyl chloride), C[C@H]1COCC=2N1C1=C(C=NC3=CC(=CC=C13)CCS(=O)(=O)C)N2 ((11S)-11-methyl-3-[2-(methylsulfonyl)ethyl]-10,11-dihydro-8H-[1,4]oxazino[4′,3′:1,2]imidazo[4,5-c]quinoline), C1=CC(=CC(=C1)Cl)C(=O)OO (MCPBA), [NH4+].[OH-] (NH4OH). Run in C(Cl)Cl (CH2Cl2), O (H2O). Product: C[C@H]1COCC=2N1C1=C(C(=NC3=CC(=CC=C13)CCS(=O)(=O)C)N)N2 ((11S)-11-methyl-3-[2-(methylsulfonyl)ethyl]-10,11-dihydro-8H-[1,4]oxazino[4′,3′:1,2]imidazo[4,5-c]quinolin-6-amine). RXN SMILES: [CH3:1][C@@H:2]1[N:7]2[C:8]3[C:17]4[C:12](=[CH:13][C:14]([CH2:18][CH2:19][S:20]([CH3:23])(=[O:22])=[O:21])=[CH:15][CH:16]=4)[N:11]=[CH:10][C:9]=3[N:24]=[C:6]2[CH2:5][O:4][CH2:3]1.C1C=C(Cl)C=C(C(OO)=O)C=1.[NH4+:36].[OH-].C1(C)C=CC(S(Cl)(=O)=O)=CC=1>O.C(Cl)Cl>[CH3:1][C@@H:2]1[N:7]2[C:8]3[C:17]4[C:12](=[CH:13][C:14]([CH2:18][CH2:19][S:20]([CH3:23])(=[O:21])=[O:22])=[CH:15][CH:16]=4)[N:11]=[C:10]([NH2:36])[C:9]=3[N:24]=[C:6]2[CH2:5][O:4][CH2:3]1 |f:2.3|. Procedure: A 200-mL, round-bottomed flask was charged with (11S)-11-methyl-3-[2-(methylsulfonyl)ethyl]-10,11-dihydro-8H-[1,4]oxazino[4′,3′:1,2]imidazo[4,5-c]quinoline (0.45 g, 1.31 mmol) and CH2Cl2 (75 mL). The mixture was stirred at ambient temperature and MCPBA (0.45 g, 50% purity) was then added slowly in portions. The reaction was stirred at ambient temperature for 2 hours. Concentrated aqueous NH4OH solution (25 mL) was then slowly added to the reaction mixture followed by careful addition of p-toluen... Starting materials: CC(C)C[AlH]CC(C)C (DIBAL-H), C(#N)C1=CC=2C3=C(N(C2C=C1)CC)CCC3 (7-cyano-4-ethyl-1,2,3,4-tetrahydrocyclopent[b]indole), C(=O)([O-])C(O)C(O)C(=O)[O-].[K+].[Na+] (sodium potassium tartrate). Solvent: ClCCl (dichloromethane), ClCCl (dichloromethane). Run at time 15 hour. The product is C(C)C1=CC=C2N=C3C(=CC=CC3=C21)C=O (1-ethylcyclopent[b]indole-5-carboxaldehyde). As a reaction SMILES: C([C:3]1[CH:11]=[CH:10][C:9]2[N:8](CC)[C:7]3[CH2:14][CH2:15][CH2:16][C:6]=3[C:5]=2[CH:4]=1)#N.CC(C[AlH]C[CH:23]([CH3:25])C)C.[C:26](C(C(C([O-])=O)O)O)([O-])=[O:27].[K+].[Na+]>ClCCl>[CH2:23]([C:16]1[C:6]2[C:7]([N:8]=[C:9]3[C:5]=2[CH:4]=[CH:3][CH:11]=[C:10]3[CH:26]=[O:27])=[CH:14][CH:15]=1)[CH3:25] |f:2.3.4|. Reported procedure: A solution of 7-cyano-4-ethyl-1,2,3,4-tetrahydrocyclopent[b]indole (0.28 g, 1.33 mmol) in dichloromethane (15 mL) was cooled in an ice-bath then treated with DIBAL-H (0.189 g, 1.33 mmol). The reaction was then allowed to reach room temperature and was stirred for 15 hours before diluting with dichloromethane and pouring into a saturated solution of sodium potassium tartrate. The organic layer was separated then washed with brine. The crude product was purified by column chromatography eluting wi... The reactants are CC(=O)O, COc1c(O)ccc2c1OCC2=O. The product is COc1c(O)ccc2c1OCC2. Reaction SMILES: [CH3:14][C:15](=[O:16])[OH:17].[OH:1][c:2]1[c:3]([O:12][CH3:13])[c:4]2[c:5]([cH:10][cH:11]1)[C:6](=[O:9])[CH2:7][O:8]2>>[OH:1][c:2]1[c:3]([O:12][CH3:13])[c:4]2[c:5]([cH:10][cH:11]1)[CH2:6][CH2:7][O:8]2. The reactants are CC1CCCCC1NC(=O)c1cccc2c(S(=O)(=O)NC3CCN(C(=O)OC(C)(C)C)CC3)cccc12, Cl, C1COCCO1. The product is CC1CCCCC1NC(=O)c1cccc2c(S(=O)(=O)NC3CCNCC3)cccc12. Reaction SMILES: [C:1]([O:2][C:3](=[O:4])[N:8]1[CH2:9][CH2:10][CH:11]([NH:14][S:15](=[O:16])(=[O:17])[c:18]2[cH:19][cH:20][cH:21][c:22]3[c:23]([C:28]([NH:29][CH:30]4[CH:31]([CH3:36])[CH2:32][CH2:33][CH2:34][CH2:35]4)=[O:37])[cH:24][cH:25][cH:26][c:27]23)[CH2:12][CH2:13]1)([CH3:5])([CH3:6])[CH3:7].[ClH:38].[O:39]1[CH2:40][CH2:41][O:42][CH2:43][CH2:44]1>>[NH:8]1[CH2:9][CH2:10][CH:11]([NH:14][S:15](=[O:16])(=[O:17])[c:18]2[cH:19][cH:20][cH:21][c:22]3[c:23]([C:28]([NH:29][CH:30]4[CH:31]([CH3:36])[CH2:32][CH2:33][CH2:34][CH2:35]4)=[O:37])[cH:24][cH:25][cH:26][c:27]23)[CH2:12][CH2:13]1. Starting materials: CCC(C)=O, CCOC(C)=O, COc1ccccc1OCCCc1oc(Cl)nc1-c1ccc(Cl)cc1, CCOC(=O)C1CCNCC1. The product is CCOC(=O)C1CCN(c2nc(-c3ccc(Cl)cc3)c(CCCOc3ccccc3OC)o2)CC1. Reaction SMILES: [CH3:37][C:38](=[O:39])[CH2:40][CH3:41].[CH3:42][CH2:43][O:44][C:45](=[O:46])[CH3:47].[Cl:1][c:2]1[o:3][c:4]([CH2:14][CH2:15][CH2:16][O:17][c:18]2[c:19]([O:24][CH3:25])[cH:20][cH:21][cH:22][cH:23]2)[c:5](-[c:7]2[cH:8][cH:9][c:10]([Cl:13])[cH:11][cH:12]2)[n:6]1.[NH:26]1[CH2:27][CH2:28][CH:29]([C:30](=[O:31])[O:32][CH2:33][CH3:34])[CH2:35][CH2:36]1>>[c:2]1([N:26]2[CH2:27][CH2:28][CH:29]([C:30](=[O:31])[O:32][CH2:33][CH3:34])[CH2:35][CH2:36]2)[o:3][c:4]([CH2:14][CH2:15][CH2:16][O:17][c:18]2[c:19]([O:24][CH3:25])[cH:20][cH:21][cH:22][cH:23]2)[c:5](-[c:7]2[cH:8][cH:9][c:10]([Cl:13])[cH:11][cH:12]2)[n:6]1.